Dataset: the Open Reaction Database (ORD), a public repository of structured organic reaction records. Task: describe an organic reaction: reactants, conditions, products, and yield Starting materials: C, CO, CCOC(C)=O, O=C(Nc1cc(CCc2ccccc2)ccc1C(=O)O)c1ccc([N+](=O)[O-])cc1, [Pd]. Product: Nc1ccc(C(=O)Nc2cc(CCc3ccccc3)ccc2C(=O)O)cc1. RXN SMILES: [C:32].[CH3:1][OH:2].[CH3:34][CH2:35][O:36][C:37](=[O:38])[CH3:39].[N+:3]([O-:4])(=[O:5])[c:6]1[cH:7][cH:8][c:9]([C:10](=[O:11])[NH:12][c:13]2[c:14]([C:15](=[O:16])[OH:17])[cH:18][cH:19][c:20]([CH2:22][CH2:23][c:24]3[cH:25][cH:26][cH:27][cH:28][cH:29]3)[cH:21]2)[cH:30][cH:31]1.[Pd:33]>>[NH2:3][c:6]1[cH:7][cH:8][c:9]([C:10](=[O:11])[NH:12][c:13]2[c:14]([C:15](=[O:16])[OH:17])[cH:18][cH:19][c:20]([CH2:22][CH2:23][c:24]3[cH:25][cH:26][cH:27][cH:28][cH:29]3)[cH:21]2)[cH:30][cH:31]1. Starting materials: ClC=1SC(=C(N1)C)CCCl (2-chloro-4-methyl-5-(2-chloroethyl)-thiazole). Reagents/catalysts: [Pd] (palladium on charcoal). Run in C(C)O (ethanol). The product is CC=1N=CSC1CCCl (4-methyl-5-(2-chloroethyl)-thiazole). The yield is 90.9%. RXN SMILES: Cl[C:2]1[S:3][C:4]([CH2:8][CH2:9][Cl:10])=[C:5]([CH3:7])[N:6]=1>[Pd].C(O)C>[CH3:7][C:5]1[N:6]=[CH:2][S:3][C:4]=1[CH2:8][CH2:9][Cl:10]. Procedure details: To a solution of 63 g (0.32 moles) of 2-chloro-4-methyl-5-(2-chloroethyl)-thiazole in 630 cm3 of a 96% ethanol 9 g of a wet palladium on charcoal catalyst (palladium content: 8%) are added. The mixture is hydrogenated at atmospheric pressure. The termination of the reaction is indicated by the cease of the hydrogen consumption. After filtering off the catalyst the solution is evaporated, the residue is dissolved in water and the solution is neutralized with sodium hydrogen carbonate (pH 7). The ... The reactants are Aqueous Solution B, S(=O)([O-])[O-].[Na+].[Na+] (sodium sulfite), C12(C(CC(C=C1)C2(C)C)S(=O)(=O)[O-])C.[NH+]2=CC=CC=C2 (pyridinium 5-bornene-2-sulfonate), C(O)([O-])=O.[Na+] (sodium hydrogen carbonate), OO (hydrogen peroxide), C(=O)O (Formic acid), OO (hydrogen peroxide), starch. Conditions: temperature 10 celsius, time 17 hour. Product: OC1C2CC3C(S(OC13)(=O)=O)C2 (2-hydroxy-4-oxa-5-thiatricyclo[4.2.1.03,7]nonane 5,5-dioxide). As a reaction SMILES: C(O)=[O:2].OO.[C:6]12(C)[C:12](C)(C)[CH:9]([CH:10]=[CH:11]1)[CH2:8][CH:7]2[S:15]([O-:18])(=[O:17])=[O:16].[NH+]1C=CC=CC=1.S([O-])([O-])=O.[Na+].[Na+].C(=O)([O-])O.[Na+]>>[OH:2][CH:10]1[CH:11]2[CH:6]3[CH:7]([CH2:8][CH:9]1[CH2:12]3)[S:15](=[O:18])(=[O:17])[O:16]2 |f:2.3,4.5.6,7.8|. Procedure: Into a three-necked flask having an inner volume of 2 L equipped with a stirrer, a thermometer and a dropping funnel, the whole amount of “Aqueous Solution B” obtained above was charged, and cooled down to 10° C. 99% Formic acid (93.27 g, 2.01 mol) was weighed and added dropwise to the reaction system so that the inner temperature of the reaction system was maintained in a range of 11 to 15° C. After that, the inner temperature was raised up to 50 to 53° C. by heating, and then 30% hydrogen pero...